From a dataset of the Open Reaction Database (ORD), a public repository of structured organic reaction records. describe an organic reaction: reactants, conditions, products, and yield Reactants: CCOC(=O)CBr, O=C([O-])[O-], CC#N, [Cs+], [Cs+], COc1ccc(O)c(C=O)c1. The product is CCOC(=O)COc1ccc(OC)cc1C=O. RXN SMILES: [Br:18][CH2:19][C:20](=[O:21])[O:22][CH2:23][CH3:24].[C:12](=[O:13])([O-:14])[O-:15].[CH3:25][C:26]#[N:27].[Cs+:16].[Cs+:17].[OH:1][c:2]1[c:3]([CH:4]=[O:5])[cH:6][c:7]([O:10][CH3:11])[cH:8][cH:9]1>>[O:1]([c:2]1[c:3]([CH:4]=[O:5])[cH:6][c:7]([O:10][CH3:11])[cH:8][cH:9]1)[CH2:19][C:20](=[O:21])[O:22][CH2:23][CH3:24]. The reactants are FC1=CC(=CC(=C1)I)F (1,3-difluoro-5-iodo-benzene), C(C)=O (acetaldehyde), C(CCC)[Li] (n-butyl lithium), hexanes, CC1C(N(CCC1)C)(C)C (tetramethylpiperidine). Run in O1CCCC1 (tetrahydrofuran). Run at time 15 minute. Yields the product FC1=C(C(=CC(=C1)I)F)C(C)O (1-(2,6-difluoro-4-iodo-phenyl)-ethanol). Isolated yield 47.4%. Reaction SMILES: C([Li])CCC.CC1CCCN(C)C1(C)C.[F:16][C:17]1[CH:22]=[C:21]([I:23])[CH:20]=[C:19]([F:24])[CH:18]=1.[CH:25](=[O:27])[CH3:26]>O1CCCC1>[F:16][C:17]1[CH:22]=[C:21]([I:23])[CH:20]=[C:19]([F:24])[C:18]=1[CH:25]([OH:27])[CH3:26]. Procedure: To a solution of 2.5 M n-butyl lithium in hexanes (2 mL, 5.0 mmol) and tetrahydrofuran (20 mL) at −78° C. under an atmosphere of nitrogen was added dropwise tetramethylpiperidine (0.85 mL, 5.0 mmol). The resulting light yellow solution was stirred for approximately 15 minutes, then 1,3-difluoro-5-iodo-benzene (1 g, 4.17 mmol) was added dropwise. This solution was stirred at −78° C. for 1 hour, followed by the addition of acetaldehyde (0.70 mL, 12.5 mmol) via syringe. The reaction mixture was sti... Starting materials: CCCP(=O)(O)O, CCN(C(C)C)C(C)C, Nc1cc2nc(-c3ccccc3)nn2cc1F, Cn1ncc(C(=O)N2CCC2)c1C(=O)O, C1CCOC1. The product is Cn1ncc(C(=O)N2CCC2)c1C(=O)Nc1cc2nc(-c3ccccc3)nn2cc1F. RXN SMILES: [CH2:33]([P:34]([OH:35])([OH:36])=[O:37])[CH2:38][CH3:39].[CH:40]([N:41]([CH:42]([CH3:43])[CH3:44])[CH2:45][CH3:46])([CH3:47])[CH3:48].[F:1][c:2]1[c:3]([NH2:17])[cH:4][c:5]2[n:6]([cH:7]1)[n:8][c:9](-[c:11]1[cH:12][cH:13][cH:14][cH:15][cH:16]1)[n:10]2.[N:18]1([C:22](=[O:23])[c:24]2[cH:25][n:26][n:27]([CH3:32])[c:28]2[C:29](=[O:30])[OH:31])[CH2:19][CH2:20][CH2:21]1.[O:49]1[CH2:50][CH2:51][CH2:52][CH2:53]1>>[F:1][c:2]1[c:3]([NH:17][C:29]([c:28]2[c:24]([C:22]([N:18]3[CH2:19][CH2:20][CH2:21]3)=[O:23])[cH:25][n:26][n:27]2[CH3:32])=[O:30])[cH:4][c:5]2[n:6]([cH:7]1)[n:8][c:9](-[c:11]1[cH:12][cH:13][cH:14][cH:15][cH:16]1)[n:10]2.